Dataset: the Open Reaction Database (ORD), a public repository of structured organic reaction records. Task: describe an organic reaction: reactants, conditions, products, and yield The reactants are BrC1=C(C(=CC=C1)F)I (1-bromo-3-fluoro-2-iodo-benzene), C(=O)([O-])[O-].[Na+].[Na+] (Na2CO3), CC=1C=C(C=CC1)B(O)O (3-methyl phenylboronic acid). Reagents/catalysts: C=1C=CC(=CC1)[P](C=2C=CC=CC2)(C=3C=CC=CC3)[Pd]([P](C=4C=CC=CC4)(C=5C=CC=CC5)C=6C=CC=CC6)([P](C=7C=CC=CC7)(C=8C=CC=CC8)C=9C=CC=CC9)[P](C=1C=CC=CC1)(C=1C=CC=CC1)C=1C=CC=CC1 (Pd(Ph3P)4). Run in C(C)O (ethanol), C1(=CC=CC=C1)C (toluene). Yields the product BrC1=CC=CC(=C1C1=CC(=CC=C1)C)F (6-bromo-2-fluoro-3′-methyl-biphenyl). RXN SMILES: [Br:1][C:2]1[CH:7]=[CH:6][CH:5]=[C:4]([F:8])[C:3]=1I.C([O-])([O-])=O.[Na+].[Na+].[CH3:16][C:17]1[CH:18]=[C:19](B(O)O)[CH:20]=[CH:21][CH:22]=1>C1(C)C=CC=CC=1.C(O)C.C1C=CC([P]([Pd]([P](C2C=CC=CC=2)(C2C=CC=CC=2)C2C=CC=CC=2)([P](C2C=CC=CC=2)(C2C=CC=CC=2)C2C=CC=CC=2)[P](C2C=CC=CC=2)(C2C=CC=CC=2)C2C=CC=CC=2)(C2C=CC=CC=2)C2C=CC=CC=2)=CC=1>[Br:1][C:2]1[C:3]([C:21]2[CH:20]=[CH:19][CH:18]=[C:17]([CH3:16])[CH:22]=2)=[C:4]([F:8])[CH:5]=[CH:6][CH:7]=1 |f:1.2.3,^1:39,41,60,79|. Reported procedure: Pd(Ph3P)4 in a 500-mL round-bottom flask under N2 atmosphore was treated sequentially with a solution of 1-bromo-3-fluoro-2-iodo-benzene (30 g, 0.1 mol) in toluene (250 mL), a solution of 2N aq Na2CO3 (200 mL) and 3-methyl phenylboronic acid in ethanol (62 mL). This mixture was heated at reflux under N2 for 12 h, then cooled to rt. The mixture was partitioned between water and EtOAc, the combined organic layers were washed with brine, dried over MgSO4, evaporated and purified by column chromatog... The solvent is C1CCOC1 (THF). The product is CC1(CC(NC=2N1N=CC2S(=O)(=O)C(C)(C2=CC=C(C=C2)C)C)C2=CC=CC=C2)C (7,7-Dimethyl-3-((1-methyl-1-(4-methylphenyl)ethyl)sulfonyl)-5-phenyl-4,5,6,7-tetrahydropyrazolo[1,5-a]pyrimidine). Isolated yield 90.6%. The reagents and catalysts are [Pd] (palladium on carbon). Conditions: time 2 hour. The reactants are C(C)O (ethanol), C(C1=CC=CC=C1)N1C=2N(C(CC1C1=CC=CC=C1)(C)C)N=CC2S(=O)(=O)C(C)(C2=CC=C(C=C2)C)C (4-Benzyl-7,7-dimethyl-3-((1-methyl-1-(4-methylphenyl)ethyl)sulfonyl)-5-phenyl-4,5,6,7-tetrahydropyrazolo[1,5-a]pyrimidine), [H][H] (hydrogen). Reported procedure: To 0.075 g (0.146 mmol) of 8 dissolved in 6 mL of 1:1 THF:ethanol was added 0.10 g of 10% palladium on carbon. The reaction vessel was capped with a rubber septum and charged with hydrogen via a balloon. After 2 h at room temperature, the catalyst was removed via filtration and the filtrate concentrated to give 0.056 g (91%) of the title compound as a white solid. MS Calcd.: 423. Found: 424 (M+H). RXN SMILES: C([N:8]1[CH:13]([C:14]2[CH:19]=[CH:18][CH:17]=[CH:16][CH:15]=2)[CH2:12][C:11]([CH3:21])([CH3:20])[N:10]2[N:22]=[CH:23][C:24]([S:25]([C:28]([CH3:37])([C:30]3[CH:35]=[CH:34][C:33]([CH3:36])=[CH:32][CH:31]=3)[CH3:29])(=[O:27])=[O:26])=[C:9]12)C1C=CC=CC=1.C(O)C.[H][H]>C1COCC1.[Pd]>[CH3:20][C:11]1([CH3:21])[N:10]2[N:22]=[CH:23][C:24]([S:25]([C:28]([CH3:29])([C:30]3[CH:35]=[CH:34][C:33]([CH3:36])=[CH:32][CH:31]=3)[CH3:37])(=[O:27])=[O:26])=[C:9]2[NH:8][CH:13]([C:14]2[CH:19]=[CH:18][CH:17]=[CH:16][CH:15]=2)[CH2:12]1. Reactants: C1CCOC1, NC1CCCCC1N, S=C=Nc1ccccc1Oc1ccccc1. Yields the product NC1CCCCC1NC(=S)Nc1ccccc1Oc1ccccc1. RXN SMILES: [CH2:25]1[O:26][CH2:27][CH2:28][CH2:29]1.[NH2:17][CH:18]1[CH:19]([NH2:24])[CH2:20][CH2:21][CH2:22][CH2:23]1.[O:1]([c:2]1[cH:3][cH:4][cH:5][cH:6][cH:7]1)[c:8]1[c:9]([N:14]=[C:15]=[S:16])[cH:10][cH:11][cH:12][cH:13]1>>[O:1]([c:2]1[cH:3][cH:4][cH:5][cH:6][cH:7]1)[c:8]1[c:9]([NH:14][C:15](=[S:16])[NH:24][CH:19]2[CH:18]([NH2:17])[CH2:23][CH2:22][CH2:21][CH2:20]2)[cH:10][cH:11][cH:12][cH:13]1. Starting materials: Cc1ccccc1, NC(=O)c1ccc2c(c1)c(-c1cccc(NC(=O)CCC3CCCNC3)c1)nn2C1CCCCO1. The product is NC(=O)c1ccc2[nH]nc(-c3cccc(NC(=O)CCC4CCCNC4)c3)c2c1. As a reaction SMILES: [CH3:36][c:37]1[cH:38][cH:39][cH:40][cH:41][cH:42]1.[O:1]1[CH2:2][CH2:3][CH2:4][CH2:5][CH:6]1[n:7]1[n:8][c:9](-[c:19]2[cH:20][c:21]([NH:25][C:26]([CH2:27][CH2:28][CH:29]3[CH2:30][NH:31][CH2:32][CH2:33][CH2:34]3)=[O:35])[cH:22][cH:23][cH:24]2)[c:10]2[cH:11][c:12]([C:16](=[O:17])[NH2:18])[cH:13][cH:14][c:15]12>>[nH:7]1[n:8][c:9](-[c:19]2[cH:20][c:21]([NH:25][C:26]([CH2:27][CH2:28][CH:29]3[CH2:30][NH:31][CH2:32][CH2:33][CH2:34]3)=[O:35])[cH:22][cH:23][cH:24]2)[c:10]2[cH:11][c:12]([C:16](=[O:17])[NH2:18])[cH:13][cH:14][c:15]12. Reactants: COC(=O)[C@@H]1C[C@@H](C1)N1C(=C(C2=C1N=CN=C2N)C2=CC(=CC=C2)OCC2=CC=CC=C2)Br (cis-3-[4-Amino-5-(3-benzyloxy-phenyl)-6-bromo-pyrrolo[2,3-d]pyrimidin-7-yl]-cyclobutanecarboxylic acid methyl ester), tetrakistriphenyl palladium, C[Sn](C)(C)C (tin tetramethyl), ( 1H ), ( 1H ), ( 3H ), ( 6H ), ( 1H ), ( 3H ), ( 2H ), ( 1H ), ( 1H ). Run in CN(C=O)C (N,N-dimethylformamide). Yields the product COC(=O)[C@@H]1C[C@@H](C1)N1C(=C(C2=C1N=CN=C2N)C2=CC(=CC=C2)OCC2=CC=CC=C2)C (cis-3-[4-Amino-5-(3-benzyloxy-phenyl)-6-methyl-pyrrolo[2,3-d]pyrimidin-7-yl]-cyclobutanecarboxylic acid methyl ester). RXN SMILES: [CH3:1][O:2][C:3]([C@H:5]1[CH2:8][C@@H:7]([N:9]2[C:13]3[N:14]=[CH:15][N:16]=[C:17]([NH2:18])[C:12]=3[C:11]([C:19]3[CH:24]=[CH:23][CH:22]=[C:21]([O:25][CH2:26][C:27]4[CH:32]=[CH:31][CH:30]=[CH:29][CH:28]=4)[CH:20]=3)=[C:10]2Br)[CH2:6]1)=[O:4].[CH3:34][Sn](C)(C)C>CN(C)C=O>[CH3:1][O:2][C:3]([C@H:5]1[CH2:8][C@@H:7]([N:9]2[C:13]3[N:14]=[CH:15][N:16]=[C:17]([NH2:18])[C:12]=3[C:11]([C:19]3[CH:24]=[CH:23][CH:22]=[C:21]([O:25][CH2:26][C:27]4[CH:32]=[CH:31][CH:30]=[CH:29][CH:28]=4)[CH:20]=3)=[C:10]2[CH3:34])[CH2:6]1)=[O:4]. Procedure details: The title compound is prepared in analogy to Example 104 starting from 6.6 g (12.6 mmol) cis-3-[4-amino-5-(3-benzyloxy-phenyl)-6-bromo-pyrrolo[2,3-d]pyrimidin-7-yl]-cyclobutane-carboxylic acid methyl ester of Example 113, 0.364 g (0.315 mmol) tetrakistriphenyl palladium, and 4.39 ml (31.52 mmol) tin tetramethyl (Fluka, Buchs, Switzerland) in 20 ml dry N,N-dimethylformamide (T=100-110° C., sealed tube; reaction time=25 h). Analytical HPLC: tR=11.67 min (Grad 1); ES-MS: m/eo=443.2; NMR (DMSO-d6; n... Yields the product CNCCC(Oc1cccc2ccccc12)c1cccs1, Cl. The reactants are O=C(O)C(=O)O, ClCCl, CNCCC(Oc1cccc2ccccc12)c1cccs1, N, O. RXN SMILES: [C:1]([OH:2])(=[O:3])[C:4]([OH:5])=[O:6].[CH2:30]([Cl:31])[Cl:32].[CH3:7][NH:8][CH2:9][CH2:10][CH:11]([c:12]1[s:13][cH:14][cH:15][cH:16]1)[O:17][c:18]1[cH:19][cH:20][cH:21][c:22]2[cH:23][cH:24][cH:25][cH:26][c:27]12.[NH3:29].[OH2:28]>>[CH3:7][NH:8][CH2:9][CH2:10][CH:11]([c:12]1[s:13][cH:14][cH:15][cH:16]1)[O:17][c:18]1[cH:19][cH:20][cH:21][c:22]2[cH:23][cH:24][cH:25][cH:26][c:27]12.[ClH:31]. Reactants: CCO, C(=C(c1ccccc1)c1ccccc1)C1CCN(CCCCCCCCc2cccnc2)CC1. Yields the product c1ccc(C(CC2CCN(CCCCCCCCc3cccnc3)CC2)c2ccccc2)cc1. RXN SMILES: [CH3:35][CH2:36][OH:37].[c:1]1([C:7](=[CH:8][CH:9]2[CH2:10][CH2:11][N:12]([CH2:15][CH2:16][CH2:17][CH2:18][CH2:19][CH2:20][CH2:21][CH2:22][c:23]3[cH:24][n:25][cH:26][cH:27][cH:28]3)[CH2:13][CH2:14]2)[c:29]2[cH:30][cH:31][cH:32][cH:33][cH:34]2)[cH:2][cH:3][cH:4][cH:5][cH:6]1>>[c:1]1([CH:7]([CH2:8][CH:9]2[CH2:10][CH2:11][N:12]([CH2:15][CH2:16][CH2:17][CH2:18][CH2:19][CH2:20][CH2:21][CH2:22][c:23]3[cH:24][n:25][cH:26][cH:27][cH:28]3)[CH2:13][CH2:14]2)[c:29]2[cH:30][cH:31][cH:32][cH:33][cH:34]2)[cH:2][cH:3][cH:4][cH:5][cH:6]1. The reactants are S(O)(O)=O (sulfurous acid), C[NH+](C)C (trimethyl ammonium), S(=O)(=O)([O-])O[C@@H]1[C@H]([C@H](OCC(CCCCCCCCCCCCCC)CCCCCCCCCCCCCC)O[C@@H]([C@@H]1O)CO)O.[Na+] (sodium 2-tetradecylhexadecyl β-D-galactopyranoside 3-sulfate). The product is titled compound, S(=O)(=O)([O-])O[C@@H]1[C@H]([C@H](OCC(CCCCCCCCCCCCCC)CCCCCCCCCCCCCC)O[C@@H]([C@@H]1OS(=O)(=O)[O-])COS(=O)(=O)[O-])O.[Na+].[Na+].[Na+] (trisodium 2-tetradecylhexadecyl β-D-galactopyranoside 3,4,6-trisulfate), S(=O)(=O)([O-])O[C@H]1[C@H](OCC(CCCCCCCCCCCCCC)CCCCCCCCCCCCCC)O[C@@H]([C@@H]([C@@H]1OS(=O)(=O)[O-])OS(=O)(=O)[O-])COS(=O)(=O)[O-].[Na+].[Na+].[Na+].[Na+] (tetrasodium 2-tetradecylhexadecyl β-D-galactopyranoside 2,3,4,6-tetrasulfate). RXN SMILES: [S:1]([O:5][C@H:6]1[C@@H:42]([OH:43])[C@@H:41]([CH2:44][OH:45])[O:40][C@@H:8]([O:9][CH2:10][CH:11]([CH2:26][CH2:27][CH2:28][CH2:29][CH2:30][CH2:31][CH2:32][CH2:33][CH2:34][CH2:35][CH2:36][CH2:37][CH2:38][CH3:39])[CH2:12][CH2:13][CH2:14][CH2:15][CH2:16][CH2:17][CH2:18][CH2:19][CH2:20][CH2:21][CH2:22][CH2:23][CH2:24][CH3:25])[C@@H:7]1[OH:46])([O-:4])(=[O:3])=[O:2].[Na+:47].[S:48](=[O:51])([OH:50])[OH:49].C[NH+](C)C>>[S:1]([O:5][C@H:6]1[C@@H:42]([O:43][S:48]([O-:50])(=[O:49])=[O:51])[C@@H:41]([CH2:44][O:45][S:1]([O-:4])(=[O:3])=[O:2])[O:40][C@@H:8]([O:9][CH2:10][CH:11]([CH2:26][CH2:27][CH2:28][CH2:29][CH2:30][CH2:31][CH2:32][CH2:33][CH2:34][CH2:35][CH2:36][CH2:37][CH2:38][CH3:39])[CH2:12][CH2:13][CH2:14][CH2:15][CH2:16][CH2:17][CH2:18][CH2:19][CH2:20][CH2:21][CH2:22][CH2:23][CH2:24][CH3:25])[C@@H:7]1[OH:46])([O-:4])(=[O:3])=[O:2].[Na+:47].[Na+:47].[Na+:47].[S:48]([O:46][C@@H:7]1[C@@H:6]([O:5][S:1]([O-:4])(=[O:3])=[O:2])[C@@H:42]([O:43][S:48]([O-:50])(=[O:49])=[O:51])[C@@H:41]([CH2:44][O:45][S:1]([O-:4])(=[O:3])=[O:2])[O:40][C@H:8]1[O:9][CH2:10][CH:11]([CH2:26][CH2:27][CH2:28][CH2:29][CH2:30][CH2:31][CH2:32][CH2:33][CH2:34][CH2:35][CH2:36][CH2:37][CH2:38][CH3:39])[CH2:12][CH2:13][CH2:14][CH2:15][CH2:16][CH2:17][CH2:18][CH2:19][CH2:20][CH2:21][CH2:22][CH2:23][CH2:24][CH3:25])([O-:50])(=[O:49])=[O:51].[Na+:47].[Na+:47].[Na+:47].[Na+:47] |f:0.1,4.5.6.7,8.9.10.11.12|. Procedure: By treating as described in Example 2 excepting that sodium 2-tetradecylhexadecyl β-D-galactopyranoside 3-sulfate (100 mg) obtained by Example 31 and a complex of sulfurous acid and trimethyl ammonium (105 mg) were selected, the titled compound of trisodium 2-tetradecylhexadecyl β-D-galactopyranoside 3,4,6-trisulfate (57 mg) and tetrasodium 2-tetradecylhexadecyl β-D-galactopyranoside 2,3,4,6-tetrasulfate (41 mg) were obtained. Reactants: C(C)(=O)OC=1C=CC(=C(CN2CCN(CC2)C(=S)SC)C1)O (methyl 4-(5-acetoxy-2-hydroxybenzyl)-1-piperazinecarbodithioate), compound, Cl (hydrochloric acid). The solvent is C(C)O (ethanol). Run at time 20 hour. The product is Cl.OC1=C(CN2CCN(CC2)C(=S)SC)C=C(C=C1)O (Methyl 4-(2,5-dihydroxybenzyl)-1-piperazinecarbodithioate hydrochloride). As a reaction SMILES: C([O:4][C:5]1[CH:6]=[CH:7][C:8]([OH:22])=[C:9]([CH:21]=1)[CH2:10][N:11]1[CH2:16][CH2:15][N:14]([C:17]([S:19][CH3:20])=[S:18])[CH2:13][CH2:12]1)(=O)C.[ClH:23]>C(O)C>[ClH:23].[OH:22][C:8]1[CH:7]=[CH:6][C:5]([OH:4])=[CH:21][C:9]=1[CH2:10][N:11]1[CH2:12][CH2:13][N:14]([C:17]([S:19][CH3:20])=[S:18])[CH2:15][CH2:16]1 |f:3.4|. Procedure details: In 38 ml of ethanol was suspended 10.6 g of methyl 4-(5-acetoxy-2-hydroxybenzyl)-1-piperazinecarbodithioate (compound prepared in Example 6). In a nitrogen atmosphere, 53 ml of conc. hydrochloric acid was added to the suspension at room temperature. After the solid was dissolved, insolubles were removed by filtration, and further the insolubles were washed with 4 ml of ethanol. The filtrate and washing were combined to give a pale brown solution. The solution was stirred for 20 hours at room tem...